Dataset: the Open Reaction Database (ORD), a public repository of structured organic reaction records. Task: describe an organic reaction: reactants, conditions, products, and yield Reactants: O (Water), C(C)(C)(C)OC(=O)NC=1C=CC(=NC1)C(=O)N(CCCN(C(OCC1=CC=CC=C1)=O)C)C (Benzyl {3-[({5-[(tert-butoxycarbonyl)amino]pyridin-2-yl}carbonyl)(methyl)amino]propyl}methylcarbamate), CI (Methyl iodide), [H-].[Na+] (sodium hydride). Product: C(C)(C)(C)OC(=O)N(C=1C=CC(=NC1)C(=O)N(CCCN(C(OCC1=CC=CC=C1)=O)C)C)C (Benzyl {3-[({5-[(tert-butoxycarbonyl)(methyl)amino]pyridin-2-yl}carbonyl)(methyl)amino]propyl}methylcarbamate). Reaction conditions: time 15 minute. Procedure details: The compound (170 mg, 0.372 mmol) obtained in Example 6a was dissolved in tetrahydrofuran (4 mL), sodium hydride (55%; 20 mg, 0.447 mmol) was added under ice cooling, and the mixture was stirred at room temperature for 15 minutes. Methyl iodide (35 μL, 0.558 mmol) was added, and then the mixture was stirred overnight at room temperature. Water was added to the reaction mixture, the mixture was extracted with ethyl acetate (×3), and the organic layer was washed with saturated sodium chloride solu... The yield is 101.7%. RXN SMILES: [C:1]([O:5][C:6]([NH:8][C:9]1[CH:10]=[CH:11][C:12]([C:15]([N:17]([CH3:33])[CH2:18][CH2:19][CH2:20][N:21]([CH3:32])[C:22](=[O:31])[O:23][CH2:24][C:25]2[CH:30]=[CH:29][CH:28]=[CH:27][CH:26]=2)=[O:16])=[N:13][CH:14]=1)=[O:7])([CH3:4])([CH3:3])[CH3:2].[H-].[Na+].[CH3:36]I.O>O1CCCC1>[C:1]([O:5][C:6]([N:8]([CH3:36])[C:9]1[CH:10]=[CH:11][C:12]([C:15]([N:17]([CH3:33])[CH2:18][CH2:19][CH2:20][N:21]([CH3:32])[C:22](=[O:31])[O:23][CH2:24][C:25]2[CH:26]=[CH:27][CH:28]=[CH:29][CH:30]=2)=[O:16])=[N:13][CH:14]=1)=[O:7])([CH3:2])([CH3:4])[CH3:3] |f:1.2|. Solvent: O1CCCC1 (tetrahydrofuran). Reactants: FC(C(=O)OCC)(C(C)C)C1=CC=C(C=C1)Cl (ethyl α-fluoro-α-isopropyl-4-chlorophenylacetate), [OH-].[K+] (potassium hydroxide), Cl (hydrochloric acid). Run in O (water), CO (methanol). Run at time 2.5 hour. The product is FC(C(=O)O)(C(C)C)C1=CC=C(C=C1)Cl (α-fluoro-α-isopropyl-4-chlorophenylacetic acid). Isolated yield 86.9%. Reaction SMILES: [F:1][C:2]([C:11]1[CH:16]=[CH:15][C:14]([Cl:17])=[CH:13][CH:12]=1)([CH:8]([CH3:10])[CH3:9])[C:3]([O:5]CC)=[O:4].[OH-].[K+].Cl>CO.O>[F:1][C:2]([C:11]1[CH:12]=[CH:13][C:14]([Cl:17])=[CH:15][CH:16]=1)([CH:8]([CH3:10])[CH3:9])[C:3]([OH:5])=[O:4] |f:1.2|. Procedure: A mixture of ethyl α-fluoro-α-isopropyl-4-chlorophenylacetate (1.42 g) and potassium hydroxide (0.35 g) in methanol (5 ml) was stirred at ambient temperature for 2.5 hours. The reaction mixture was acidified with hydrochloric acid, diluted with water and the aqueous mixture extracted with methylene chloride. The methylene chloride extract was dried over anhydrous sodium sulfate and the solvent removed by distillation under reduced pressure to give α-fluoro-α-isopropyl-4-chlorophenylacetic acid (... Reactants: C1(O)=CC(O)=CC=C1 (resorcinol), S(O)(O)(=O)=O (sulfuric acid), BrCCCCBr (1,4-dibromobutane), [OH-].[K+] (KOH). Solvent: O (water), O (water), O (water), O (water). Conditions: time 8 hour. The product is OC=1C=C(OCCCCOC2=CC(=CC=C2)O)C=CC1 (1,4-BIS(3-HYDROXYPHENOXY)BUTANE). As a reaction SMILES: [C:1]1([CH:8]=[CH:7][CH:6]=[C:4]([OH:5])[CH:3]=1)[OH:2].Br[CH2:10][CH2:11][CH2:12][CH2:13]Br.[OH-:15].[K+].S(=O)(=O)(O)O>O>[OH:2][C:1]1[CH:3]=[C:4]([CH:6]=[CH:7][CH:8]=1)[O:5][CH2:10][CH2:11][CH2:12][CH2:13][O:15][C:4]1[CH:6]=[CH:7][CH:8]=[C:1]([OH:2])[CH:3]=1 |f:2.3|. Procedure: A five neck five liter round bottom flask equipped with a mechanical stirrer, two condensers, and a dropping funnel is purged with nitrogen then charged under a nitrogen blanket with 1.5 kg (13.6 moles) resorcinol, 120 grams deionized water, and 138.75 grams (0.64 moles) 1,4-dibromobutane. The reaction slurry is slowly heated with stirring to reflux under a slow nitrogen purge; then a solution of 109 grams (1.64 moles) 85% KOH pellets in 109 grams water is added dropwise under a nitrogen blanket...